This data is from the Open Reaction Database (ORD), a public repository of structured organic reaction records. The task is: describe an organic reaction: reactants, conditions, products, and yield The reactants are ClS(=O)(=O)C1=CC=C2C(=CNC(C2=C1)=O)C(=O)O (7-(Chlorosulfonyl)-1-oxo-1,2-dihydroisoquinoline-4-carboxylic acid), C(O)CN (ethanolamine), Cl (Hydrochloric acid). Solvent: O1CCCC1 (tetrahydrofuran). Reaction conditions: time 18 hour. Yields the product OCCNS(=O)(=O)C1=CC=C2C(=CNC(C2=C1)=O)C(=O)O (1,2-dihydro-7-[[(2-hydroxyethyl)amino]sulfonyl]-1-oxo-4 isoquinolinecarboxylic acid). Reaction SMILES: Cl[S:2]([C:5]1[CH:14]=[C:13]2[C:8]([C:9]([C:16]([OH:18])=[O:17])=[CH:10][NH:11][C:12]2=[O:15])=[CH:7][CH:6]=1)(=[O:4])=[O:3].[CH2:19]([CH2:21][NH2:22])[OH:20].Cl>O1CCCC1>[OH:20][CH2:19][CH2:21][NH:22][S:2]([C:5]1[CH:14]=[C:13]2[C:8]([C:9]([C:16]([OH:18])=[O:17])=[CH:10][NH:11][C:12]2=[O:15])=[CH:7][CH:6]=1)(=[O:4])=[O:3]. Procedure: 7-(Chlorosulfonyl)-1-oxo-1,2-dihydroisoquinoline-4-carboxylic acid (1 g) was added to ethanolamine (3 ml) in tetrahydrofuran (3 ml) and the mixture was stirred for 18 h. Hydrochloric acid was added to acidify the mixture, which was filtered to yield 1,2-dihydro-7-[[(2-hydroxyethyl)amino]sulfonyl]-1-oxo-4 isoquinolinecarboxylic acid as a white solid. The reactants are CCNc1ncc2c(n1)N1CCCC1CN(c1cccc(C(=O)OCC)c1)C2=O, CCO, NN, O. Product: CCNc1ncc2c(n1)N1CCCC1CN(c1cccc(C(=O)NN)c1)C2=O. RXN SMILES: [CH2:1]([CH3:2])[NH:3][c:4]1[n:5][cH:6][c:7]2[c:8]([n:29]1)[N:9]1[CH2:10][CH2:11][CH2:12][CH:13]1[CH2:14][N:15]([c:18]1[cH:19][c:20]([C:21](=[O:22])[O:23][CH2:24][CH3:25])[cH:26][cH:27][cH:28]1)[C:16]2=[O:17].[CH3:33][CH2:34][OH:35].[NH2:31][NH2:32].[OH2:30]>>[CH2:1]([CH3:2])[NH:3][c:4]1[n:5][cH:6][c:7]2[c:8]([n:29]1)[N:9]1[CH2:10][CH2:11][CH2:12][CH:13]1[CH2:14][N:15]([c:18]1[cH:19][c:20]([C:21](=[O:22])[NH:31][NH2:32])[cH:26][cH:27][cH:28]1)[C:16]2=[O:17]. Starting materials: C1=CC=CC=2C3=CC=CC=C3C(C12)COC(=O)NC(C1=C(C(=C(C=C1)OCCCCCCCCCCCCCCCCCC)OCCCCCCCCCCCCCCCCCC)OCCCCCCCCCCCCCCCCCC)C1=CC=CC=C1 (N-(9-Fluorenylmethoxycarbonyl)-2,3,4-tris(octadecyloxy)benzhydryl amine), N1CCCCC1 (piperidine). Run in C(Cl)(Cl)Cl (chloroform), C(C)#N (acetonitrile). Conditions: time 30 minute. Product: C(CCCCCCCCCCCCCCCCC)OC1=C(C(C2=CC=CC=C2)N)C=CC(=C1OCCCCCCCCCCCCCCCCCC)OCCCCCCCCCCCCCCCCCC (2,3,4-tris(octadecyloxy)benzhydryl amine). Yield: 98.0%. RXN SMILES: C1C2C(COC([NH:18][CH:19]([C:83]3[CH:88]=[CH:87][CH:86]=[CH:85][CH:84]=3)[C:20]3[CH:25]=[CH:24][C:23]([O:26][CH2:27][CH2:28][CH2:29][CH2:30][CH2:31][CH2:32][CH2:33][CH2:34][CH2:35][CH2:36][CH2:37][CH2:38][CH2:39][CH2:40][CH2:41][CH2:42][CH2:43][CH3:44])=[C:22]([O:45][CH2:46][CH2:47][CH2:48][CH2:49][CH2:50][CH2:51][CH2:52][CH2:53][CH2:54][CH2:55][CH2:56][CH2:57][CH2:58][CH2:59][CH2:60][CH2:61][CH2:62][CH3:63])[C:21]=3[O:64][CH2:65][CH2:66][CH2:67][CH2:68][CH2:69][CH2:70][CH2:71][CH2:72][CH2:73][CH2:74][CH2:75][CH2:76][CH2:77][CH2:78][CH2:79][CH2:80][CH2:81][CH3:82])=O)C3C(=CC=CC=3)C=2C=CC=1.N1CCCCC1>C(Cl)(Cl)Cl.C(#N)C>[CH2:65]([O:64][C:21]1[C:22]([O:45][CH2:46][CH2:47][CH2:48][CH2:49][CH2:50][CH2:51][CH2:52][CH2:53][CH2:54][CH2:55][CH2:56][CH2:57][CH2:58][CH2:59][CH2:60][CH2:61][CH2:62][CH3:63])=[C:23]([O:26][CH2:27][CH2:28][CH2:29][CH2:30][CH2:31][CH2:32][CH2:33][CH2:34][CH2:35][CH2:36][CH2:37][CH2:38][CH2:39][CH2:40][CH2:41][CH2:42][CH2:43][CH3:44])[CH:24]=[CH:25][C:20]=1[CH:19]([NH2:18])[C:83]1[CH:88]=[CH:87][CH:86]=[CH:85][CH:84]=1)[CH2:66][CH2:67][CH2:68][CH2:69][CH2:70][CH2:71][CH2:72][CH2:73][CH2:74][CH2:75][CH2:76][CH2:77][CH2:78][CH2:79][CH2:80][CH2:81][CH3:82]. Procedure: N-(9-Fluorenylmethoxycarbonyl)-2,3,4-tris(octadecyloxy)benzhydryl amine (3.37 g, 2.89 mmol) was dissolved in a mixed solvent of chloroform (30 mL) and acetonitrile (15 mL), 20% piperidine [1-methyl-2-pyrrolidone solution] (28.6 mL, 57.9 mmol) was added, and the mixture was stirred at room temperature for 30 min. After completion of the reaction, the reaction mixture was concentrated under reduced pressure, methanol was added, and the precipitated solid was collected by filtration. The obtained s... The reactants are CC(C)Br, CN(C)C=O, O=C(c1cc2cc(C(=O)N3CCCC3CN3CCCC3)ccc2[nH]1)N1CCC(F)(F)CC1, [H-], [Na+]. The product is CC(C)n1c(C(=O)N2CCC(F)(F)CC2)cc2cc(C(=O)N3CCCC3CN3CCCC3)ccc21. As a reaction SMILES: [Br:35][CH:36]([CH3:37])[CH3:38].[CH3:39][N:40]([CH3:41])[CH:42]=[O:43].[F:1][C:2]1([F:32])[CH2:3][CH2:4][N:5]([C:8](=[O:9])[c:10]2[nH:11][c:12]3[cH:13][cH:14][c:15]([C:19](=[O:20])[N:21]4[CH:22]([CH2:26][N:27]5[CH2:28][CH2:29][CH2:30][CH2:31]5)[CH2:23][CH2:24][CH2:25]4)[cH:16][c:17]3[cH:18]2)[CH2:6][CH2:7]1.[H-:33].[Na+:34]>>[F:1][C:2]1([F:32])[CH2:3][CH2:4][N:5]([C:8](=[O:9])[c:10]2[n:11]([CH:36]([CH3:37])[CH3:38])[c:12]3[cH:13][cH:14][c:15]([C:19](=[O:20])[N:21]4[CH:22]([CH2:26][N:27]5[CH2:28][CH2:29][CH2:30][CH2:31]5)[CH2:23][CH2:24][CH2:25]4)[cH:16][c:17]3[cH:18]2)[CH2:6][CH2:7]1. The reactants are Cl (hydrochloric acid), C1(CCCC1)C1(C(C2=C(C(=C(C=C2C1)O)Cl)Cl)=O)C1=CC=CC=C1 (2-cyclopentyl-2-phenyl-5-hydroxy-6,7-dichloro-1-indanone), C([O-])([O-])=O.[K+].[K+] (potassium carbonate), BrCC(=O)OCC (ethyl bromoacetate), [OH-].[Na+] (sodium hydroxide). The solvent is O (water), CN(C=O)C (dimethylformamide), O (water). Reaction conditions: temperature 100 celsius. Yields the product O=C1C(CC2=CC(=C(C(=C12)Cl)Cl)OCC(=O)O)(C1=CC=CC=C1)C1CCCC1 ((1-Oxo-2-cyclopentyl-2-phenyl-6,7-dichloro-5-indanyloxy)acetic acid). Reaction SMILES: [CH:1]1([C:6]2([C:19]3[CH:24]=[CH:23][CH:22]=[CH:21][CH:20]=3)[CH2:14][C:13]3[C:8](=[C:9]([Cl:17])[C:10]([Cl:16])=[C:11]([OH:15])[CH:12]=3)[C:7]2=[O:18])[CH2:5][CH2:4][CH2:3][CH2:2]1.C(=O)([O-])[O-].[K+].[K+].Br[CH2:32][C:33]([O:35]CC)=[O:34].[OH-].[Na+].Cl>CN(C)C=O.O>[O:18]=[C:7]1[C:8]2[C:13](=[CH:12][C:11]([O:15][CH2:32][C:33]([OH:35])=[O:34])=[C:10]([Cl:16])[C:9]=2[Cl:17])[CH2:14][C:6]1([CH:1]1[CH2:2][CH2:3][CH2:4][CH2:5]1)[C:19]1[CH:20]=[CH:21][CH:22]=[CH:23][CH:24]=1 |f:1.2.3,5.6|. Reported procedure: A stirred mixture of 2-cyclopentyl-2-phenyl-5-hydroxy-6,7-dichloro-1-indanone (1.10 g., 0.003 mole), potassium carbonate (0.85 g., 0.006 mole) and ethyl bromoacetate (1.02 g., 0.006 mole) in dimethylformamide (20 ml.) is warmed at 55°-60° C. for 3 hours, then treated with water (20 ml.)-10N sodium hydroxide solution (1.2 ml., 0.012 mole) and heated at 100° C. for one hour. The reaction mixture is added slowly to water (300 ml.)-12N hydrochloric acid (5 ml.) to precipitate 680 mg. of (1-oxo-2-cyc... Reactants: CCOC(=O)CSc1cnc(NC(=O)N(CC2CCCC2)c2ccc(F)c(OC)c2)s1, CCOC(=O)CSc1cnc(N)s1, CS(=O)(=O)c1ccc(N(CC2CCCC2)C(=O)Nc2nc(CC(=O)O)cs2)cc1, COc1cc(NCC2CCCC2)ccc1F. Yields the product COc1cc(N(CC2CCCC2)C(=O)Nc2ncc(SCC(=O)O)s2)ccc1F. As a reaction SMILES: [CH2:1]([CH3:2])[O:3][C:4]([CH2:5][S:6][c:7]1[cH:8][n:9][c:10]([NH:12][C:13](=[O:14])[N:15]([CH2:16][CH:17]2[CH2:18][CH2:19][CH2:20][CH2:21]2)[c:22]2[cH:23][c:24]([O:29][CH3:30])[c:25]([F:28])[cH:26][cH:27]2)[s:11]1)=[O:31].[CH2:77]([O:78][C:79](=[O:80])[CH2:81][S:82][c:83]1[s:84][c:85]([NH2:86])[n:87][cH:88]1)[CH3:89].[CH:32]1([CH2:33][N:34]([c:35]2[cH:36][cH:37][c:38]([S:39]([CH3:40])(=[O:41])=[O:42])[cH:43][cH:44]2)[C:45](=[O:46])[NH:47][c:48]2[s:49][cH:50][c:51]([CH2:52][C:53]([OH:54])=[O:55])[n:56]2)[CH2:57][CH2:58][CH2:59][CH2:60]1.[CH:61]1([CH2:62][NH:63][c:64]2[cH:65][cH:66][c:67]([F:68])[c:69]([O:70][CH3:71])[cH:72]2)[CH2:73][CH2:74][CH2:75][CH2:76]1>>[O:3]=[C:4]([CH2:5][S:6][c:7]1[cH:8][n:9][c:10]([NH:12][C:13](=[O:14])[N:15]([CH2:16][CH:17]2[CH2:18][CH2:19][CH2:20][CH2:21]2)[c:22]2[cH:23][c:24]([O:29][CH3:30])[c:25]([F:28])[cH:26][cH:27]2)[s:11]1)[OH:31].